Dataset: the Open Reaction Database (ORD), a public repository of structured organic reaction records. Task: describe an organic reaction: reactants, conditions, products, and yield The reactants are O=C1CCC(=O)N1Br, CN(C)C=O, Cc1nc(N)nc2c1ccc(=O)n2C1CCC(O)CC1. Product: Cc1nc(N)nc2c1cc(Br)c(=O)n2C1CCC(O)CC1. Reaction SMILES: [Br:21][N:22]1[C:23](=[O:24])[CH2:25][CH2:26][C:27]1=[O:28].[CH3:29][N:30]([CH3:31])[CH:32]=[O:33].[NH2:1][c:2]1[n:3][c:4]([CH3:20])[c:5]2[c:6]([n:7]1)[n:8]([CH:13]1[CH2:14][CH2:15][CH:16]([OH:19])[CH2:17][CH2:18]1)[c:9](=[O:12])[cH:10][cH:11]2>>[NH2:1][c:2]1[n:3][c:4]([CH3:20])[c:5]2[c:6]([n:7]1)[n:8]([CH:13]1[CH2:14][CH2:15][CH:16]([OH:19])[CH2:17][CH2:18]1)[c:9](=[O:12])[c:10]([Br:21])[cH:11]2.